The task is: describe an organic reaction: reactants, conditions, products, and yield. This data is from the Open Reaction Database (ORD), a public repository of structured organic reaction records. Starting materials: NC1=NC(=C(C(=N1)S(=O)C)C#N)N1N=CC=C1 (2-amino-4-methanesulfinyl-6-pyrazol-1-yl-pyrimidine-5-carbonitrile), CC=1C=C(CN)C=CC1C (3,4-dimethylbenzylamine). The solvent is COCCOC (DME). Yields the product NC1=NC(=C(C(=N1)NCC1=CC(=C(C=C1)C)C)C#N)N1N=CC=C1 (2-Amino-4-(3,4-dimethyl-benzylamino)-6-pyrazol-1-yl-pyrimidine-5-carbonitrile). As a reaction SMILES: [NH2:1][C:2]1[N:7]=[C:6](S(C)=O)[C:5]([C:11]#[N:12])=[C:4]([N:13]2[CH:17]=[CH:16][CH:15]=[N:14]2)[N:3]=1.[CH3:18][C:19]1[CH:20]=[C:21]([CH:24]=[CH:25][C:26]=1[CH3:27])[CH2:22][NH2:23]>COCCOC>[NH2:1][C:2]1[N:7]=[C:6]([NH:23][CH2:22][C:21]2[CH:24]=[CH:25][C:26]([CH3:27])=[C:19]([CH3:18])[CH:20]=2)[C:5]([C:11]#[N:12])=[C:4]([N:13]2[CH:17]=[CH:16][CH:15]=[N:14]2)[N:3]=1. Reported procedure: From 2-amino-4-methanesulfinyl-6-pyrazol-1-yl-pyrimidine-5-carbonitrile and 3,4-dimethylbenzylamine in DME. ES-MS m/e (%): 320 (M+H+, 100). Reactants: C(\C=C\C(=O)O)(=O)OC (methyl hydrogen fumarate), COCCNC(CCl)=O (N-(2-methoxyethyl)chloroacetamide), C(O)([O-])=O.[Cs+] (cesium hydrogen carbonate). Solvent: CN1CCCC1=O (NMP). Yields the product C(\C=C\C(=O)OC)(=O)OCC(NCCOC)=O ([N-(2-Methoxyethyl)carbamoyl]methyl methyl (2E)but-2-ene-1,4-dioate). Isolated yield 7.4%. Reaction SMILES: [C:1]([O:8][CH3:9])(=[O:7])/[CH:2]=[CH:3]/[C:4]([OH:6])=[O:5].[CH3:10][O:11][CH2:12][CH2:13][NH:14][C:15](=[O:18])[CH2:16]Cl.C(=O)([O-])O.[Cs+]>CN1C(=O)CCC1>[C:4]([O:6][CH2:16][C:15](=[O:18])[NH:14][CH2:13][CH2:12][O:11][CH3:10])(=[O:5])/[CH:3]=[CH:2]/[C:1]([O:8][CH3:9])=[O:7] |f:2.3|. Reported procedure: Following general procedure A, methyl hydrogen fumarate (MHF) (0.50 g, 3.84 mmol) dissolved in NMP was reacted at ca. 55° C. with N-(2-methoxyethyl)chloroacetamide (0.69 g, 4.60 mmol) in the presence of CsHCO3 (0.89 g, 4.61 mmol) to afford 0.07 g (8% yield) of the title compound (5) as a white solid after purification by mass-guided preparative HPLC and lyophilization. 1H NMR (CDCl3, 400 MHz): δ 6.94-6.92 (m, 2H), 6.46 (br s, 1H), 4.68 (s, 2H), 3.83 (s, 3H), 3.52-3.46 (m, 4H), 3.36 (s, 3H). MS (... Starting materials: [OH-].[Na+] (NaOH), [OH-].[Na+] (NaOH), CN1CCNCC1 (1-Methylpiperazine), ClC=1C=CC(=C(N)C1)[N+](=O)[O-] (5-chloro-2-nitroaniline). Yields the product CN1CCN(CC1)C=1C=CC(=C(N)C1)[N+](=O)[O-] (5-(4-methyl-piperazin-1-yl)-2-nitroaniline). The yield is 99.0%. As a reaction SMILES: [OH-].[Na+].[CH3:3][N:4]1[CH2:9][CH2:8][NH:7][CH2:6][CH2:5]1.Cl[C:11]1[CH:12]=[CH:13][C:14]([N+:18]([O-:20])=[O:19])=[C:15]([CH:17]=1)[NH2:16]>>[CH3:3][N:4]1[CH2:9][CH2:8][N:7]([C:11]2[CH:12]=[CH:13][C:14]([N+:18]([O-:20])=[O:19])=[C:15]([CH:17]=2)[NH2:16])[CH2:6][CH2:5]1 |f:0.1|. Procedure details: The mother liquor of the reaction was recycled by the addition of NaOH pellets (34.9 g, 869 mmol, 1 equiv) to the mother liquor, followed by stirring until the NaOH was dissolved. 1-Methylpiperazine (96.5 mL, 869 mmol, 1 equiv) and 5-chloro-2-nitroaniline (150 g, 869 mmol) were charged to the vessel. Purging, followed by heating to completion, cooling, filtration, and washing with heptane was repeated as above to yield 5-(4-methyl-piperazin-1-yl)-2-nitroaniline (203.2 g, 98.9% yield). Residual N... Reactants: C(C)(C)(C)OC(=O)N1CCN(CCC1)C1=NC2=C(N1CCN1C=NC=C1)C=CC=C2 (1-(t-butoxycarbonyl)-4-(1-(2-(1H-imidazol-1-yl)ethyl)-1H-benzimidazol-2-yl)[1,4]diazepane), I (hydriodic acid). The solvent is CO (methanol). Run at time 20 hour. The product is I.N1(C=NC=C1)CCN1C(=NC2=C1C=CC=C2)N2CCNCCC2 (4-(1-(2-(1H-Imidazol-1-yl)ethyl)-1H-benzimidazol-2-yl)[1,4]diazepane hydriodic Acid Salt). Reaction SMILES: C(OC([N:8]1[CH2:14][CH2:13][CH2:12][N:11]([C:15]2[N:19]([CH2:20][CH2:21][N:22]3[CH:26]=[CH:25][N:24]=[CH:23]3)[C:18]3[CH:27]=[CH:28][CH:29]=[CH:30][C:17]=3[N:16]=2)[CH2:10][CH2:9]1)=O)(C)(C)C.[IH:31]>CO>[IH:31].[N:22]1([CH2:21][CH2:20][N:19]2[C:18]3[CH:27]=[CH:28][CH:29]=[CH:30][C:17]=3[N:16]=[C:15]2[N:11]2[CH2:12][CH2:13][CH2:14][NH:8][CH2:9][CH2:10]2)[CH:26]=[CH:25][N:24]=[CH:23]1 |f:3.4|. Procedure details: Combine 1-(t-butoxycarbonyl)-4-(1-(2-(1H-imidazol-1-yl)ethyl)-1H-benzimidazol-2-yl)[1,4]diazepane (0.22 g, 0.54 mmol), 57% hydriodic acid (0.25 mL, 1.13 mmol), methanol (10 mL) and heat to reflux. After 20 hours, cool the reaction mixture and evaporate in vacuo to give a residue. Triturate the residue with diethyl ether to give a solid. Repeatedly, decant and add diethyl ether before collecting the solid by filtration, rinse with diethyl ether, and dry in vacuo to give the title compound.